From a dataset of the Open Reaction Database (ORD), a public repository of structured organic reaction records. describe an organic reaction: reactants, conditions, products, and yield Starting materials: O=C([O-])O, O=N[O-], NC(=O)c1nc(F)cnc1N, [Na+], [Na+], O, O=S(=O)(O)O. The product is NC(=O)c1nc(F)cnc1O. Reaction SMILES: [C:21](=[O:22])([O-:23])[OH:24].[N:17](=[O:18])[O-:19].[NH2:6][c:7]1[c:8]([C:14](=[O:15])[NH2:16])[n:9][c:10]([F:13])[cH:11][n:12]1.[Na+:20].[Na+:25].[OH2:26].[S:1](=[O:2])(=[O:3])([OH:4])[OH:5]>>[c:7]1([OH:18])[c:8]([C:14](=[O:15])[NH2:16])[n:9][c:10]([F:13])[cH:11][n:12]1. The reactants are C(C)(C)(C)NNC(=O)C1=NC=CC=C1 (N'-t-butyl-N-(2-pyridinecarbonyl)-hydrazine), [OH-].[Na+] (sodium hydroxide), C(C1=CC=CC=C1)(=O)Cl (benzoyl chloride). Solvent: C1(=CC=CC=C1)C (toluene). Conditions: time 8 hour. Yields the product C(C)(C)(C)N(NC(=O)C1=NC=CC=C1)C(C1=CC=CC=C1)=O (N'-t-butyl-N-(2-pyridinecarbonyl)-N'-benzoylhydrazine). RXN SMILES: [C:1]([NH:5][NH:6][C:7]([C:9]1[CH:14]=[CH:13][CH:12]=[CH:11][N:10]=1)=[O:8])([CH3:4])([CH3:3])[CH3:2].[OH-].[Na+].[C:17](Cl)(=[O:24])[C:18]1[CH:23]=[CH:22][CH:21]=[CH:20][CH:19]=1>C1(C)C=CC=CC=1>[C:1]([N:5]([C:17](=[O:24])[C:18]1[CH:23]=[CH:22][CH:21]=[CH:20][CH:19]=1)[NH:6][C:7]([C:9]1[CH:14]=[CH:13][CH:12]=[CH:11][N:10]=1)=[O:8])([CH3:4])([CH3:2])[CH3:3] |f:1.2|. Reported procedure: A solution of N'-t-butyl-N-(2-pyridinecarbonyl)-hydrazine (1.0 g, 0.00518 mol) in 20 ml of toluene at 23° C. was treated sequentially with 50% sodium hydroxide (1.3 g) and benzoyl chloride (0.728 g). The mixture was stirred overnight. The solids were removed by filtration and washed with water to afford N'-t-butyl-N-(2-pyridinecarbonyl)-N'-benzoylhydrazine.